Dataset: the Open Reaction Database (ORD), a public repository of structured organic reaction records. Task: describe an organic reaction: reactants, conditions, products, and yield The reactants are C(C)(C)(C)OC(=O)N1CCC(CC1)O (1-t-butoxycarbonyl-4-hydroxypiperidine), FC(C1=C(C=CC(=C1)[N+](=O)[O-])O)(F)F (2-trifluoromethyl-4-nitrophenol), FC(C=1C=C(C=CC1)[N+](=O)[O-])(F)F (3-trifluoromethylnitrobenzene), C1(=CC=CC=C1)P(C1=CC=CC=C1)C1=CC=CC=C1 (triphenylphosphine). Solvent: ClCCl (dichloromethane), N(=NC(=O)OCC)C(=O)OCC (diethyl azodicarboxylate). The product is C(C)(C)(C)OC(=O)N1CCC(CC1)OC1=C(C=C(C=C1)[N+](=O)[O-])C(F)(F)F (4-(1-t-Butoxycarbonylpiperidin-4-yloxy)-3-trifluoromethylnitrobenzene). The yield is 87.7%. RXN SMILES: [C:1]([O:5][C:6]([N:8]1[CH2:13][CH2:12][CH:11]([OH:14])[CH2:10][CH2:9]1)=[O:7])([CH3:4])([CH3:3])[CH3:2].[F:15][C:16]([F:28])([F:27])[C:17]1[CH:22]=[C:21]([N+:23]([O-:25])=[O:24])[CH:20]=[CH:19][C:18]=1O.FC(F)(F)C1C=C([N+]([O-])=O)C=CC=1.C1(P(C2C=CC=CC=2)C2C=CC=CC=2)C=CC=CC=1>ClCCl.N(C(OCC)=O)=NC(OCC)=O>[C:1]([O:5][C:6]([N:8]1[CH2:13][CH2:12][CH:11]([O:14][C:18]2[CH:19]=[CH:20][C:21]([N+:23]([O-:25])=[O:24])=[CH:22][C:17]=2[C:16]([F:15])([F:27])[F:28])[CH2:10][CH2:9]1)=[O:7])([CH3:4])([CH3:2])[CH3:3]. Reported procedure: To a solution of 1-t-butoxycarbonyl-4-hydroxypiperidine (1.45 g), 2-trifluoromethyl-4-nitrophenol (1.38 g), which was prepared from 3-trifluoromethylnitrobenzene according to the method described in J. Org. Chem., 63, 4199 (1998), and triphenylphosphine (2.27 g) in dichloromethane (65 ml), diethyl azodicarboxylate (1.4 ml) was added dropwise with stirring under ice-cooling, and the resulting mixture was stirred at room temperature overnight and then evaporated in vacuo. The residue obtained was ... Starting materials: C(Br)C1CO1 (epibromohydrin), C1(C=2C(C(N1)=O)=CC=CC2)=O.[K] (potassium phthalimide), CN(C=O)C (N,N-dimethylformamide), Ice water. Conditions: time 15 hour. Product: O1C(C1)CON1C(C=2C(C1=O)=CC=CC2)=O (N-(2-oxiranylmethoxy)phthalimide). As a reaction SMILES: [C:1]1(=[O:11])[NH:5][C:4](=[O:6])[C:3]2=[CH:7][CH:8]=[CH:9][CH:10]=[C:2]12.[K].[CH2:13]([CH:15]1[O:17][CH2:16]1)Br.CN(C)C=[O:21]>>[O:17]1[CH2:16][CH:15]1[CH2:13][O:21][N:5]1[C:1](=[O:11])[C:2]2=[CH:10][CH:9]=[CH:8][CH:7]=[C:3]2[C:4]1=[O:6] |f:0.1,^1:11|. Procedure: 3.70 g of potassium phthalimide was dissolved in 20 ml of N,N-dimethylformamide; 2.58 ml of epibromohydrin was added, followed by stirring at room temperature for 15 hours. Ice water was added to the reaction mixture, followed by extraction with ethyl acetate; the extract was washed with saline, dried over magnesium sulfate and concentrated under reduced pressure; ethyl ether was added to the residue; the crystal precipitated was collected to yield 3.7 g of N-(2-oxiranylmethoxy)phthalimide. 0.61...